This data is from the Open Reaction Database (ORD), a public repository of structured organic reaction records. The task is: describe an organic reaction: reactants, conditions, products, and yield The reactants are CNC (dimethyl amine), C(C(=O)Cl)(=O)Cl (oxalyl chloride), C(C1=CC=CC=C1)OC1=C2C=CNC2=CC=C1F (4-Benzyloxy-5-fluoro-1H-indole). The solvent is CCOC(=O)C (EtOAc), CCOCC (ether), CCOCC (ether). Conditions: time 5 hour. Yields the product C(C1=CC=CC=C1)OC1=C2C(=CNC2=CC=C1F)C(C(=O)N(C)C)=O (2-(4-Benzyloxy-5-fluoro-1H-indol-3-yl)-N,N-dimethyl-2-oxoacetamide). Yield: 87.0%. Reaction SMILES: [C:1](Cl)(=[O:5])[C:2](Cl)=[O:3].[CH2:7]([O:14][C:15]1[C:23]([F:24])=[CH:22][CH:21]=[C:20]2[C:16]=1[CH:17]=[CH:18][NH:19]2)[C:8]1[CH:13]=[CH:12][CH:11]=[CH:10][CH:9]=1.[CH3:25][NH:26][CH3:27]>CCOCC.CCOC(C)=O>[CH2:7]([O:14][C:15]1[C:23]([F:24])=[CH:22][CH:21]=[C:20]2[C:16]=1[C:17]([C:1](=[O:5])[C:2]([N:26]([CH3:27])[CH3:25])=[O:3])=[CH:18][NH:19]2)[C:8]1[CH:9]=[CH:10][CH:11]=[CH:12][CH:13]=1. Procedure: A solution of oxalyl chloride (0.78 mL, 8.963 mmol) in anhydrous ether (20 mL) was added dropwise over 20 min to a 0° C. solution of 1-5a (1.44 g, 5.975 mmol) in anhydrous ether (20 mL). The reaction mixture was stirred at room temperature for 5 h, cooled to −20° C., and treated with a stream of dimethyl amine gas. The reaction was diluted with EtOAc, washed with water and brine, and dried over Na2SO4. After concentration, the resulting residue was recrystallized from EtOAc to provide the produc... Reactants: Cc1nc2cc(OB([O-])[O-])ccc2o1, CN(Cc1ccc(NC(=O)C2=Cc3cc(Br)ccc3S(=O)(=O)CC2)cc1)C1CCOCC1, O=C([O-])[O-], CCO, [K+], [K+], O, O, Cc1ccccc1. Product: Cc1nc2cc(-c3ccc4c(c3)C=C(C(=O)Nc3ccc(CN(C)C5CCOCC5)cc3)CCS4(=O)=O)ccc2o1. RXN SMILES: [B:44]([O-:45])([O-:56])[O:57][c:46]1[cH:47][cH:48][c:49]2[c:50]([n:51][c:52]([CH3:54])[o:53]2)[cH:55]1.[Br:1][c:2]1[cH:3][cH:4][c:5]2[c:6]([cH:32]1)[CH:7]=[C:8]([C:14](=[O:15])[NH:16][c:17]1[cH:18][cH:19][c:20]([CH2:23][N:24]([CH:25]3[CH2:26][CH2:27][O:28][CH2:29][CH2:30]3)[CH3:31])[cH:21][cH:22]1)[CH2:9][CH2:10][S:11]2(=[O:12])=[O:13].[C:58](=[O:59])([O-:60])[O-:61].[CH2:34]([OH:35])[CH3:36].[K+:62].[K+:63].[OH2:33].[OH2:64].[c:37]1([CH3:38])[cH:39][cH:40][cH:41][cH:42][cH:43]1>>[c:2]1(-[c:46]2[cH:47][cH:48][c:49]3[c:50]([n:51][c:52]([CH3:54])[o:53]3)[cH:55]2)[cH:3][cH:4][c:5]2[c:6]([cH:32]1)[CH:7]=[C:8]([C:14](=[O:15])[NH:16][c:17]1[cH:18][cH:19][c:20]([CH2:23][N:24]([CH:25]3[CH2:26][CH2:27][O:28][CH2:29][CH2:30]3)[CH3:31])[cH:21][cH:22]1)[CH2:9][CH2:10][S:11]2(=[O:12])=[O:13].